This data is from the Open Reaction Database (ORD), a public repository of structured organic reaction records. The task is: describe an organic reaction: reactants, conditions, products, and yield Reaction SMILES: [CH3:1][O:2][c:3]1[cH:4][c:5]2[c:6]([S:17][C:18]([CH3:19])([CH3:20])[CH3:21])[c:7]([C:12](=[O:13])[O:14][CH2:15][CH3:16])[nH:8][c:9]2[cH:10][cH:11]1.[Cl:24][c:25]1[cH:26][cH:27][c:28]([CH2:29][Cl:30])[cH:31][cH:32]1.[H-:22].[Na+:23].[O:34]=[CH:35][N:36]([CH3:37])[CH3:38].[OH2:33]>>[CH3:1][O:2][c:3]1[cH:4][c:5]2[c:6]([S:17][C:18]([CH3:19])([CH3:20])[CH3:21])[c:7]([C:12](=[O:13])[O:14][CH2:15][CH3:16])[n:8]([CH2:29][c:28]3[cH:27][cH:26][c:25]([Cl:24])[cH:32][cH:31]3)[c:9]2[cH:10][cH:11]1. Product: CCOC(=O)c1c(SC(C)(C)C)c2cc(OC)ccc2n1Cc1ccc(Cl)cc1. Reactants: CCOC(=O)c1[nH]c2ccc(OC)cc2c1SC(C)(C)C, ClCc1ccc(Cl)cc1, [H-], [Na+], CN(C)C=O, O. The product is CC(F)(F)c1ccc(C(N)=CC(N)=S)cc1. Reaction SMILES: [CH3:31][CH:32]([OH:33])[CH3:34].[CH3:35][CH2:36][O:37][C:38]([CH3:39])=[O:40].[NH2:16][C:17](=[CH:18][C:19]#[N:20])[c:21]1[cH:22][cH:23][c:24]([C:27]([CH3:28])([F:29])[F:30])[cH:25][cH:26]1.[c:1]1([P:2]([c:3]2[cH:4][cH:5][cH:6][cH:7][cH:9]2)(=[S:8])[SH:10])[cH:11][cH:12][cH:13][cH:14][cH:15]1>>[S:8]=[C:19]([CH:18]=[C:17]([NH2:16])[c:21]1[cH:22][cH:23][c:24]([C:27]([CH3:28])([F:29])[F:30])[cH:25][cH:26]1)[NH2:20]. The reactants are CC(C)O, CCOC(C)=O, CC(F)(F)c1ccc(C(N)=CC#N)cc1, S=P(S)(c1ccccc1)c1ccccc1. Reactants: C(C)OC(=O)C1=CN2C(CCC3=CC=CC1=C23)C2CCCC2 (4-cyclopentyl-5,6-dihydro-4H-pyrrolo[3,2,1-ij]quinoline-1-carboxylic acid ethyl ester), [OH-].[Na+] (sodium hydroxide), Cl (HCl). Solvent: O (water), C(C)O (ethanol). Yields the product C1(CCCC1)C1N2C3=C(C=CC=C3CC1)C(=C2)C(=O)O (4-cyclopentyl-5,6-dihydro-4H-pyrrolo[3,2,1-ij]quinoline-1-carboxylic acid). Yield: 85.7%. Reaction SMILES: C([O:3][C:4]([C:6]1[C:16]2=[C:17]3[C:12](=[CH:13][CH:14]=[CH:15]2)[CH2:11][CH2:10][CH:9]([CH:18]2[CH2:22][CH2:21][CH2:20][CH2:19]2)[N:8]3[CH:7]=1)=[O:5])C.[OH-].[Na+].Cl>O.C(O)C>[CH:18]1([CH:9]2[CH2:10][CH2:11][C:12]3[C:17]4=[C:16]([C:6]([C:4]([OH:5])=[O:3])=[CH:7][N:8]24)[CH:15]=[CH:14][CH:13]=3)[CH2:19][CH2:20][CH2:21][CH2:22]1 |f:1.2|. Procedure: To a solution of 4-cyclopentyl-5,6-dihydro-4H-pyrrolo[3,2,1-ij]quinoline-1-carboxylic acid ethyl ester (1.45 g, 4.9 mmol) in water (10 ml) and ethanol (15 ml) was added sodium hydroxide (1.96 g, 49 mmol) and the reaction mixture heated at reflux overnight (˜14 h). The reaction was cooled and acidifed with 5 M HCl. The resulting white precipitate was filtered and dried in vacuo to give 4-cyclopentyl-5,6-dihydro-4H-pyrrolo[3,2,1-ij]quinoline-1-carboxylic acid (1.13 g, 4.2 mmol) as a white solid. Starting materials: O=C1CCC(=O)N1Br, O=C(OOC(=O)c1ccccc1)c1ccccc1, ClC(Cl)(Cl)Cl, CCOC(=O)Cc1cccc(Cl)c1. The product is CCOC(=O)C(Br)c1cccc(Cl)c1. Reaction SMILES: [Br:14][N:15]1[C:16](=[O:17])[CH2:18][CH2:19][C:20]1=[O:21].[C:22]([O:23][O:24][C:25](=[O:26])[c:27]1[cH:28][cH:29][cH:30][cH:31][cH:32]1)(=[O:33])[c:34]1[cH:35][cH:36][cH:37][cH:38][cH:39]1.[C:40]([Cl:41])([Cl:42])([Cl:43])[Cl:44].[Cl:1][c:2]1[cH:3][c:4]([CH2:8][C:9](=[O:10])[O:11][CH2:12][CH3:13])[cH:5][cH:6][cH:7]1>>[Cl:1][c:2]1[cH:3][c:4]([CH:8]([C:9](=[O:10])[O:11][CH2:12][CH3:13])[Br:14])[cH:5][cH:6][cH:7]1. The reactants are C(F)(F)(C(F)(F)C(F)(F)C(F)(F)C(F)(F)C(F)(F)C(F)(F)C(F)(F)C(F)(F)C(F)(F)C(F)(F)F)C(=O)NCCCCCCCCCCCCNC(=O)OCCOCCOCCOCCOCCOCCOCCOCCOCCOCCOCCOCCOCCOCCOCCOCCOCCOCCOCCOCCOCCOCCOCCOCCOCCOCCOCCOCCOCCOCCOCCOCCOCCOCCOCCOCCOCCOCCOCCOCCOCCOCCOCCOCCOCCOCCOCCOCCOCCOCCOCCOCCOCCOCCOCCOCCOCCOCCOCCOCCOCCOCCOCCOCCOCCOCCOCCOCCOCCOCCOCCOCCOCCOCCOCCOCCOCCOCCOCCOCCOCCOCCOCCOCCOCCOCCOCCOCCOCCOCCOCCOCCOCCOCCOCCOCCOCCOCCOCCOCCOCCOCCOCCOCCOC(C1=CC=C(OC)C=C1)(C1=CC=C(OC)C=C1)C1=CC=CC=C1 (C11F23CONHC12H24NHCOO—(C2H4O)104-DMT), FC(C(=O)O)(F)F (trifluoroacetic acid). The solvent is ClCCl (dichloromethane). Yields the product NCCCCCCCCCCCCNC(=O)OCCOCCOCCOCCOCCOCCOCCOCCOCCOCCOCCOCCOCCOCCOCCOCCOCCOCCOCCOCCOCCOCCOCCOCCOCCOCCOCCOCCOCCOCCOCCOCCOCCOCCOCCOCCOCCOCCOCCOCCOCCOCCOCCOCCOCCOCCOCCOCCOCCOCCOCCOCCOCCOCCOCCOCCOCCOCCOCCOCCOCCOCCOCCOCCOCCOCCOCCOCCOCCOCCOCCOCCOCCOCCOCCOCCOCCOCCOCCOCCOCCOCCOCCOCCOCCOCCOCCOCCOCCOCCOCCOCCOCCOCCOCCOCCOCCOCCOCCOCCOCCOCCOCCOCCOC(C1=CC=C(OC)C=C1)(C1=CC=C(OC)C=C1)C1=CC=CC=C1 (H2NC12H24NHCOO—(C2H4O)104-DMT). Reaction SMILES: C(C([NH:37][CH2:38][CH2:39][CH2:40][CH2:41][CH2:42][CH2:43][CH2:44][CH2:45][CH2:46][CH2:47][CH2:48][CH2:49][NH:50][C:51]([O:53][CH2:54][CH2:55][O:56][CH2:57][CH2:58][O:59][CH2:60][CH2:61][O:62][CH2:63][CH2:64][O:65][CH2:66][CH2:67][O:68][CH2:69][CH2:70][O:71][CH2:72][CH2:73][O:74][CH2:75][CH2:76][O:77][CH2:78][CH2:79][O:80][CH2:81][CH2:82][O:83][CH2:84][CH2:85][O:86][CH2:87][CH2:88][O:89][CH2:90][CH2:91][O:92][CH2:93][CH2:94][O:95][CH2:96][CH2:97][O:98][CH2:99][CH2:100][O:101][CH2:102][CH2:103][O:104][CH2:105][CH2:106][O:107][CH2:108][CH2:109][O:110][CH2:111][CH2:112][O:113][CH2:114][CH2:115][O:116][CH2:117][CH2:118][O:119][CH2:120][CH2:121][O:122][CH2:123][CH2:124][O:125][CH2:126][CH2:127][O:128][CH2:129][CH2:130][O:131][CH2:132][CH2:133][O:134][CH2:135][CH2:136][O:137][CH2:138][CH2:139][O:140][CH2:141][CH2:142][O:143][CH2:144][CH2:145][O:146][CH2:147][CH2:148][O:149][CH2:150][CH2:151][O:152][CH2:153][CH2:154][O:155][CH2:156][CH2:157][O:158][CH2:159][CH2:160][O:161][CH2:162][CH2:163][O:164][CH2:165][CH2:166][O:167][CH2:168][CH2:169][O:170][CH2:171][CH2:172][O:173][CH2:174][CH2:175][O:176][CH2:177][CH2:178][O:179][CH2:180][CH2:181][O:182][CH2:183][CH2:184][O:185][CH2:186][CH2:187][O:188][CH2:189][CH2:190][O:191][CH2:192][CH2:193][O:194][CH2:195][CH2:196][O:197][CH2:198][CH2:199][O:200][CH2:201][CH2:202][O:203][CH2:204][CH2:205][O:206][CH2:207][CH2:208][O:209][CH2:210][CH2:211][O:212][CH2:213][CH2:214][O:215][CH2:216][CH2:217][O:218][CH2:219][CH2:220][O:221][CH2:222][CH2:223][O:224][CH2:225][CH2:226][O:227][CH2:228][CH2:229][O:230][CH2:231][CH2:232][O:233][CH2:234][CH2:235][O:236][CH2:237][CH2:238][O:239][CH2:240][CH2:241][O:242][CH2:243][CH2:244][O:245][CH2:246][CH2:247][O:248][CH2:249][CH2:250][O:251][CH2:252][CH2:253][O:254][CH2:255][CH2:256][O:257][CH2:258][CH2:259][O:260][CH2:261][CH2:262][O:263][CH2:264][CH2:265][O:266][CH2:267][CH2:268][O:269][CH2:270][CH2:271][O:272][CH2:273][CH2:274][O:275][CH2:276][CH2:277][O:278][CH2:279][CH2:280][O:281][CH2:282][CH2:283][O:284][CH2:285][CH2:286][O:287][CH2:288][CH2:289][O:290][CH2:291][CH2:292][O:293][CH2:294][CH2:295][O:296][CH2:297][CH2:298][O:299][CH2:300][CH2:301][O:302][CH2:303][CH2:304][O:305][CH2:306][CH2:307][O:308][CH2:309][CH2:310][O:311][CH2:312][CH2:313][O:314][CH2:315][CH2:316][O:317][CH2:318][CH2:319][O:320][CH2:321][CH2:322][O:323][CH2:324][CH2:325][O:326][CH2:327][CH2:328][O:329][CH2:330][CH2:331][O:332][CH2:333][CH2:334][O:335][CH2:336][CH2:337][O:338][CH2:339][CH2:340][O:341][CH2:342][CH2:343][O:344][CH2:345][CH2:346][O:347][CH2:348][CH2:349][O:350][CH2:351][CH2:352][O:353][CH2:354][CH2:355][O:356][CH2:357][CH2:358][O:359][CH2:360][CH2:361][O:362][CH2:363][CH2:364][O:365][C:366]([C:383]1[CH:388]=[CH:387][CH:386]=[CH:385][CH:384]=1)([C:375]1[CH:382]=[CH:381][C:378]([O:379][CH3:380])=[CH:377][CH:376]=1)[C:367]1[CH:374]=[CH:373][C:370]([O:371][CH3:372])=[CH:369][CH:368]=1)=[O:52])=O)(C(C(C(C(C(C(C(C(C(C(F)(F)F)(F)F)(F)F)(F)F)(F)F)(F)F)(F)F)(F)F)(F)F)(F)F)(F)F.FC(F)(F)C(O)=O>ClCCl>[NH2:37][CH2:38][CH2:39][CH2:40][CH2:41][CH2:42][CH2:43][CH2:44][CH2:45][CH2:46][CH2:47][CH2:48][CH2:49][NH:50][C:51]([O:53][CH2:54][CH2:55][O:56][CH2:57][CH2:58][O:59][CH2:60][CH2:61][O:62][CH2:63][CH2:64][O:65][CH2:66][CH2:67][O:68][CH2:69][CH2:70][O:71][CH2:72][CH2:73][O:74][CH2:75][CH2:76][O:77][CH2:78][CH2:79][O:80][CH2:81][CH2:82][O:83][CH2:84][CH2:85][O:86][CH2:87][CH2:88][O:89][CH2:90][CH2:91][O:92][CH2:93][CH2:94][O:95][CH2:96][CH2:97][O:98][CH2:99][CH2:100][O:101][CH2:102][CH2:103][O:104][CH2:105][CH2:106][O:107][CH2:108][CH2:109][O:110][CH2:111][CH2:112][O:113][CH2:114][CH2:115][O:116][CH2:117][CH2:118][O:119][CH2:120][CH2:121][O:122][CH2:123][CH2:124][O:125][CH2:126][CH2:127][O:128][CH2:129][CH2:130][O:131][CH2:132][CH2:133][O:134][CH2:135][CH2:136][O:137][CH2:138][CH2:139][O:140][CH2:141][CH2:142][O:143][CH2:144][CH2:145][O:146][CH2:147][CH2:148][O:149][CH2:150][CH2:151][O:152][CH2:153][CH2:154][O:155][CH2:156][CH2:157][O:158][CH2:159][CH2:160][O:161][CH2:162][CH2:163][O:164][CH2:165][CH2:166][O:167][CH2:168][CH2:169][O:170][CH2:171][CH2:172][O:173][CH2:174][CH2:175][O:176][CH2:177][CH2:178][O:179][CH2:180][CH2:181][O:182][CH2:183][CH2:184][O:185][CH2:186][CH2:187][O:188][CH2:189][CH2:190][O:191][CH2:192][CH2:193][O:194][CH2:195][CH2:196][O:197][CH2:198][CH2:199][O:200][CH2:201][CH2:202][O:203][CH2:204][CH2:205][O:206][CH2:207][CH2:208][O:209][CH2:210][CH2:211][O:212][CH2:213][CH2:214][O:215][CH2:216][CH2:217][O:218][CH2:219][CH2:220][O:221][CH2:222][CH2:223][O:224][CH2:225][CH2:226][O:227][CH2:228][CH2:229][O:230][CH2:231][CH2:232][O:233][CH2:234][CH2:235][O:236][CH2:237][CH2:238][O:239][CH2:240][CH2:241][O:242][CH2:243][CH2:244][O:245][CH2:246][CH2:247][O:248][CH2:249][CH2:250][O:251][CH2:252][CH2:253][O:254][CH2:255][CH2:256][O:257][CH2:258][CH2:259][O:260][CH2:261][CH2:262][O:263][CH2:264][CH2:265][O:266][CH2:267][CH2:268][O:269][CH2:270][CH2:271][O:272][CH2:273][CH2:274][O:275][CH2:276][CH2:277][O:278][CH2:279][CH2:280][O:281][CH2:282][CH2:283][O:284][CH2:285][CH2:286][O:287][CH2:288][CH2:289][O:290][CH2:291][CH2:292][O:293][CH2:294][CH2:295][O:296][CH2:297][CH2:298][O:299][CH2:300][CH2:301][O:302][CH2:303][CH2:304][O:305][CH2:306][CH2:307][O:308][CH2:309][CH2:310][O:311][CH2:312][CH2:313][O:314][CH2:315][CH2:316][O:317][CH2:318][CH2:319][O:320][CH2:321][CH2:322][O:323][CH2:324][CH2:325][O:326][CH2:327][CH2:328][O:329][CH2:330][CH2:331][O:332][CH2:333][CH2:334][O:335][CH2:336][CH2:337][O:338][CH2:339][CH2:340][O:341][CH2:342][CH2:343][O:344][CH2:345][CH2:346][O:347][CH2:348][CH2:349][O:350][CH2:351][CH2:352][O:353][CH2:354][CH2:355][O:356][CH2:357][CH2:358][O:359][CH2:360][CH2:361][O:362][CH2:363][CH2:364][O:365][C:366]([C:383]1[CH:388]=[CH:387][CH:386]=[CH:385][CH:384]=1)([C:367]1[CH:368]=[CH:369][C:370]([O:371][CH3:372])=[CH:373][CH:374]=1)[C:375]1[CH:382]=[CH:381][C:378]([O:379][CH3:380])=[CH:377][CH:376]=1)=[O:52]. Reported procedure: 1.2 g. of C11F23CONHC12H24NHCOO—(C2H4O)104-DMT were deprotected with 5% trifluoroacetic acid (TFA) in dichloromethane for 5 minutes. After evaporating the solvent the traces of TFA were carefully removed by washing with ether and gel-permeation chromatography on Toyopearl HW-40 at the conditions described in Part C to yield 0.6 g of product: Reactants: FC=1C=C(C(=O)C2=CC=C(C#N)C=C2)C=CC1OC (4-(3-fluoro-4-methoxy-benzoyl)benzonitrile), B(Br)(Br)Br (BBr3), [OH-].[Na+] (NaOH). Solvent: C(Cl)Cl (methylene chloride). Product: FC=1C=C(C(=O)C2=CC=C(C#N)C=C2)C=CC1O (4-(3-fluoro-4-hydroxy-benzoyl)-benzonitrile). Yield: 72.0%. RXN SMILES: [F:1][C:2]1[CH:3]=[C:4]([CH:15]=[CH:16][C:17]=1[O:18]C)[C:5]([C:7]1[CH:14]=[CH:13][C:10]([C:11]#[N:12])=[CH:9][CH:8]=1)=[O:6].B(Br)(Br)Br.[OH-].[Na+]>C(Cl)Cl>[F:1][C:2]1[CH:3]=[C:4]([CH:15]=[CH:16][C:17]=1[OH:18])[C:5]([C:7]1[CH:14]=[CH:13][C:10]([C:11]#[N:12])=[CH:9][CH:8]=1)=[O:6] |f:2.3|. Procedure: A solution of 50 g of 4-(3-fluoro-4-methoxy-benzoyl)benzonitrile in 550 ml of methylene chloride is treated with 70 ml of BBr3 at 5° C. and stirred at room temperature. 1 l of 1M NaOH is added dropwise while cooling with ice. Then, the mixture is extracted with saturated aqueous NH4Cl solution and methylene chloride. The organic phase is washed with water and dried. After recrystallization from ether, there are obtained 34 g of 4-(3-fluoro-4-hydroxy-benzoyl)-benzonitrile, m.p. 168.5°-169.5° C. Starting materials: S(=O)(=O)(C1=CC=C(C)C=C1)OC[C@@H]1CN(CCO1)C(=O)OC(C)(C)C ((S)-tert-butyl 2-(tosyloxymethyl)morpholine-4-carboxylate), [N-]=[N+]=[N-].[Na+] (sodium azide). Solvent: CN(C=O)C (N,N-dimethylformamide). The product is N(=[N+]=[N-])C[C@@H]1CN(CCO1)C(=O)OC(C)(C)C ((S)-tert-butyl 2-(azidomethyl)morpholine-4-carboxylate). As a reaction SMILES: S(O[CH2:12][C@H:13]1[O:18][CH2:17][CH2:16][N:15]([C:19]([O:21][C:22]([CH3:25])([CH3:24])[CH3:23])=[O:20])[CH2:14]1)(C1C=CC(C)=CC=1)(=O)=O.[N-:26]=[N+:27]=[N-:28].[Na+]>CN(C)C=O>[N:26]([CH2:12][C@H:13]1[O:18][CH2:17][CH2:16][N:15]([C:19]([O:21][C:22]([CH3:25])([CH3:24])[CH3:23])=[O:20])[CH2:14]1)=[N+:27]=[N-:28] |f:1.2|. Procedure: A solution of EXAMPLE 258A (1.66 g) and sodium azide (0.581 g) in anhydrous N,N-dimethylformamide (10 mL) was stirred at 90° C. for 4 hours. The mixture was cooled and concentrated to dryness. The residue was taken up in 5% aqueous sodium carbonate solution and extracted with methylene chloride. The organic solution was dried (MgSO4), filtered and concentrated to give a solid. Starting materials: C(C)[SiH](CC)CC (Triethylsilane), CC(C)C1SCCC(C1)=O (2-(1-methylethyl)tetrahydro-2H-thiopyran-4-one), FC(S(=O)(=O)O[Si](C)(C)C)(F)F (Trimethylsilyl trifluoromethanesulfonate), BrC=1C=C2C=CNC2=C(C1)C(=O)OCC (ethyl 5-bromo-1H-indole-7-carboxylate). Run in ClCCl (dichloromethane), ClCCl (DCM), ClCCl (DCM), C([O-])(O)=O.[Na+] (sodium bicarbonate), ClCCl (DCM). Yields the product BrC=1C=C2C(=CNC2=C(C1)C(=O)OCC)C1CC(SCC1)C(C)C (Ethyl 5-Bromo-3-[2-(1-methylethyl)tetrahydro-2H-thiopyran-4-yl]-1H-indole-7-carboxylate). As a reaction SMILES: [CH3:1][CH:2]([CH:4]1[CH2:9][C:8](=O)[CH2:7][CH2:6][S:5]1)[CH3:3].FC(F)(F)S(O[Si](C)(C)C)(=O)=O.[Br:23][C:24]1[CH:25]=[C:26]2[C:30](=[C:31]([C:33]([O:35][CH2:36][CH3:37])=[O:34])[CH:32]=1)[NH:29][CH:28]=[CH:27]2.C([SiH](CC)CC)C>ClCCl.C(=O)(O)[O-].[Na+]>[Br:23][C:24]1[CH:25]=[C:26]2[C:30](=[C:31]([C:33]([O:35][CH2:36][CH3:37])=[O:34])[CH:32]=1)[NH:29][CH:28]=[C:27]2[CH:8]1[CH2:7][CH2:6][S:5][CH:4]([CH:2]([CH3:3])[CH3:1])[CH2:9]1 |f:5.6|. Procedure details: 2-(1-methylethyl)tetrahydro-2H-thiopyran-4-one (1.185 g, 7.49 mmol) was dissolved in dry dichloromethane (DCM) (20 mL), cooled in an ice bath to ca 0° C., and stirred under argon. Trimethylsilyl trifluoromethanesulfonate (2.71 mL, 14.98 mmol) was added dropwise over 10 minutes, and dry DCM (5 mL) was used to wash in the last of the trimethylsilyltrifluoromethanesulfonate. To this mixture was added dropwise, a solution of ethyl 5-bromo-1H-indole-7-carboxylate (2.145 g, 8 mmol) in dry DCM (20 mL),... Starting materials: O=S(=O)(c1ccc(CBr)cc1)N1CCOCC1, CCC(=O)CC(=O)OC, CC(C)(C)[O-], CC(C)(C)O, [K+], C1CCOC1. Yields the product CCC(=O)C(Cc1ccc(S(=O)(=O)N2CCOCC2)cc1)C(=O)OC. Reaction SMILES: [Br:21][CH2:22][c:23]1[cH:24][cH:25][c:26]([S:29](=[O:30])(=[O:31])[N:32]2[CH2:33][CH2:34][O:35][CH2:36][CH2:37]2)[cH:27][cH:28]1.[CH3:12][O:13][C:14]([CH2:15][C:16]([CH2:17][CH3:18])=[O:19])=[O:20].[CH3:1][C:2]([CH3:3])([O-:4])[CH3:5].[CH3:7][C:8]([OH:9])([CH3:10])[CH3:11].[K+:6].[O:38]1[CH2:39][CH2:40][CH2:41][CH2:42]1>>[CH3:12][O:13][C:14]([CH:15]([C:16]([CH2:17][CH3:18])=[O:19])[CH2:22][c:23]1[cH:24][cH:25][c:26]([S:29](=[O:30])(=[O:31])[N:32]2[CH2:33][CH2:34][O:35][CH2:36][CH2:37]2)[cH:27][cH:28]1)=[O:20]. The reactants are C(CCC)[Li] (n-butyllithium), solution, C(C)(C)(C)OC(=O)N1C=C(C2=CC=CC=C12)CC(C)N1CCCCC1 (1-tert-butoxycarbonyl-3-[2-(piperidin-1-yl)prop-1-yl]-1H-indole), BrC(C(Br)(F)F)(F)F (1,2-dibromotetrafluoroethane), CC1(NC(CCC1)(C)C)C (2,2,6,6-tetramethylpiperidine). Solvent: hexanes, O1CCCC1 (tetrahydrofuran), O1CCCC1 (tetrahydrofuran). Reaction conditions: temperature 0 celsius, time 5 minute. Yields the product BrC=1N(C2=CC=CC=C2C1CC(C)N1CCCCC1)C(=O)OC(C)(C)C (2-Bromo-1-tert-butoxycarbonyl-3-[2-(piperidin-1-yl)prop-1-yl]-1H-indole). The yield is 34.0%. As a reaction SMILES: CC1(C)CCCC(C)(C)N1.C([Li])CCC.[C:16]([O:20][C:21]([N:23]1[C:31]2[C:26](=[CH:27][CH:28]=[CH:29][CH:30]=2)[C:25]([CH2:32][CH:33]([N:35]2[CH2:40][CH2:39][CH2:38][CH2:37][CH2:36]2)[CH3:34])=[CH:24]1)=[O:22])([CH3:19])([CH3:18])[CH3:17].[Br:41]C(F)(F)C(F)(F)Br>O1CCCC1>[Br:41][C:24]1[N:23]([C:21]([O:20][C:16]([CH3:17])([CH3:18])[CH3:19])=[O:22])[C:31]2[C:26]([C:25]=1[CH2:32][CH:33]([N:35]1[CH2:36][CH2:37][CH2:38][CH2:39][CH2:40]1)[CH3:34])=[CH:27][CH:28]=[CH:29][CH:30]=2. Reported procedure: To a solution of 2,2,6,6-tetramethylpiperidine (5.3 ml, 31.6 mmol) in anhydrous tetrahydrofuran (50 ml) cooled to −78° C. under an atmosphere of nitrogen was added in a dropwise manner n-butyllithium (12.6 ml of a 2.5M solution in hexanes, 31.6mmol). On complete addition the reaction mixture was allowed to warm to 0° C. and stirred at this temperature for 5 minutes. Re-cooled to −78° C. and a solution of the 1-tert-butoxycarbonyl-3-[2-(piperidin-1-yl)prop-1-yl]-1H-indole in anhydrous tetrahydrof...